From a dataset of the Open Reaction Database (ORD), a public repository of structured organic reaction records. describe an organic reaction: reactants, conditions, products, and yield Starting materials: C(C)(C)C1=CC=C(C=C1)C(CC)=O (4'-isopropylpropiophenone), N1CCCC1 (pyrrolidine), C=O (paraformaldehyde), Cl (hydrogen chloride). The solvent is C(C)(=O)OCC (ethyl acetate). Yields the product C(C)(C)C1=CC=C(C=C1)C(C(CN1CCCC1)C)=O (4'-Isopropyl-2-methyl-3-pyrrolidinopropiophenone). As a reaction SMILES: [CH:1]([C:4]1[CH:9]=[CH:8][C:7]([C:10](=[O:13])[CH2:11][CH3:12])=[CH:6][CH:5]=1)([CH3:3])[CH3:2].[NH:14]1[CH2:18][CH2:17][CH2:16][CH2:15]1.[CH2:19]=O.Cl>C(OCC)(=O)C>[CH:1]([C:4]1[CH:9]=[CH:8][C:7]([C:10](=[O:13])[CH:11]([CH3:19])[CH2:12][N:14]2[CH2:18][CH2:17][CH2:16][CH2:15]2)=[CH:6][CH:5]=1)([CH3:3])[CH3:2]. Reported procedure: To a solution of 10.00 g of 4'-isopropylpropiophenone in 80 ml of ethyl acetate were added 2.00 g of pyrrolidine and 2.50 g of paraformaldehyde. The mixture was acidified by the addition of gaseous hydrogen chloride and refluxed for 4 hours. Product: CNCCCSCc1ccccn1. As a reaction SMILES: [CH3:15][NH2:16].[Cl:1][CH2:2][CH2:3][CH2:4][S:5][CH2:6][c:7]1[n:8][cH:9][cH:10][cH:11][cH:12]1.[I-:14].[Na+:13].[O:17]1[CH2:18][CH2:19][CH2:20][CH2:21]1>>[CH2:2]([CH2:3][CH2:4][S:5][CH2:6][c:7]1[n:8][cH:9][cH:10][cH:11][cH:12]1)[NH:16][CH3:15]. The reactants are CN, ClCCCSCc1ccccn1, [I-], [Na+], C1CCOC1.